This data is from the Open Reaction Database (ORD), a public repository of structured organic reaction records. The task is: describe an organic reaction: reactants, conditions, products, and yield Starting materials: CC1=CC=CC=C1P(C2=CC=CC=C2C)C3=CC=CC=C3C (tri-o-toly phosphine), C([O-])([O-])=O.[K+].[K+] (potassium carbonate), BrC1=CC=C(C=C1)C(O)C1=CC=CC=C1 ((4-bromophenyl)(phenyl)methanol), FC1=CC=C(C=C1)B(O)O (4-fluorophenyl boronic acid). Yield: 56.7%. Product: FC1=CC=C(C=C1)C1=CC=C(C=C1)C(O)C1=CC=CC=C1 ((4′-fluorobiphenyl-4-yl)(phenyl)methanol). As a reaction SMILES: Br[C:2]1[CH:7]=[CH:6][C:5]([CH:8]([C:10]2[CH:15]=[CH:14][CH:13]=[CH:12][CH:11]=2)[OH:9])=[CH:4][CH:3]=1.[F:16][C:17]1[CH:22]=[CH:21][C:20](B(O)O)=[CH:19][CH:18]=1.CC1C(P(C2C(C)=CC=CC=2)C2C(C)=CC=CC=2)=CC=CC=1.C(=O)([O-])[O-].[K+].[K+]>C1C=CC([P]([Pd]([P](C2C=CC=CC=2)(C2C=CC=CC=2)C2C=CC=CC=2)([P](C2C=CC=CC=2)(C2C=CC=CC=2)C2C=CC=CC=2)[P](C2C=CC=CC=2)(C2C=CC=CC=2)C2C=CC=CC=2)(C2C=CC=CC=2)C2C=CC=CC=2)=CC=1.O.COCCOC>[F:16][C:17]1[CH:22]=[CH:21][C:20]([C:2]2[CH:7]=[CH:6][C:5]([CH:8]([C:10]3[CH:15]=[CH:14][CH:13]=[CH:12][CH:11]=3)[OH:9])=[CH:4][CH:3]=2)=[CH:19][CH:18]=1 |f:3.4.5,^1:57,59,78,97|. The solvent is O (water), COCCOC (DME), O (water). Conditions: temperature 80 celsius, time 16 hour. Procedure: To a solution of 11 (1 g, 3.80 mmol) and 4-fluorophenyl boronic acid (585 mg, 4.18 mmol) in a 2:1 mixture of DME:water (30 mL), was added Pd(PPh3)4 (307 mg, 0.27 mmol), tri-o-toly phosphine (81 mg, 0.27 mmol) and potassium carbonate (2.63 g, 19.0 mmol). The solution was heated to 80° C. and stirred for 16 hours. Then water (50 mL) was added and the organic residue was extracted with ethyl acetate (2×40 mL). The organic layer was dried over Na2SO4, filtered and concentrated. The residue was purif... Reagents/catalysts: C=1C=CC(=CC1)[P](C=2C=CC=CC2)(C=3C=CC=CC3)[Pd]([P](C=4C=CC=CC4)(C=5C=CC=CC5)C=6C=CC=CC6)([P](C=7C=CC=CC7)(C=8C=CC=CC8)C=9C=CC=CC9)[P](C=1C=CC=CC1)(C=1C=CC=CC1)C=1C=CC=CC1 (Pd(PPh3)4). The reactants are N (ammonia), CC1=CC=C(C=C1)NC2=CC=C(C=C2)C (4,4'-dimethyldiphenylamine), CC1=CC=C(C(=O)O)C=C1 (4-methylbenzoic acid). Run in O (water), polyphosphoric acid. The product is CC1=CC2=C(C3=CC(=CC=C3N=C2C=C1)C)C1=CC=C(C=C1)C (2,7-Dimethyl-9-(p-tolyl)acridine). Reaction SMILES: [CH3:1][C:2]1[CH:7]=[CH:6][C:5]([NH:8][C:9]2[CH:14]=[CH:13][C:12]([CH3:15])=[CH:11][CH:10]=2)=[CH:4][CH:3]=1.[CH3:16][C:17]1[CH:25]=[CH:24][C:20]([C:21](O)=O)=[CH:19][CH:18]=1.N>O>[CH3:15][C:12]1[CH:13]=[CH:14][C:9]2[C:10](=[C:16]([C:17]3[CH:25]=[CH:24][C:20]([CH3:21])=[CH:19][CH:18]=3)[C:4]3[C:5]([N:8]=2)=[CH:6][CH:7]=[C:2]([CH3:1])[CH:3]=3)[CH:11]=1. Procedure: 1 mol of 4,4'-dimethyldiphenylamine and 1 mol of 4-methylbenzoic acid are heated for 1 hour at 200° C. in 5000 g of polyphosphoric acid. After cooling, water and ammonia are added to the reaction mixture and the product is filtered off by suction and purified (m.p. 210°-211° C.).